Dataset: the Open Reaction Database (ORD), a public repository of structured organic reaction records. Task: describe an organic reaction: reactants, conditions, products, and yield Reactants: ClC1=C(C=CC(=C1)Cl)C(CC1=CC=C(C=C1)F)=O (1-(2,4-Dichlorophenyl)-2-(4-fluorophenyl)ethanone), COC(N(C)C)OC (N,N-dimethylformamide dimethyl acetal). Run in CN(C)C=O (DMF). Run at temperature 75 celsius, time 16 hour. Yields the product ClC1=C(C=CC(=C1)Cl)C(C(=CN(C)C)C1=CC=C(C=C1)F)=O (1-(2.4-Dichlorophenyl)-3-(dimethylamino)-2-(4-fluorophenyl)prop-2-en-1-one). As a reaction SMILES: [Cl:1][C:2]1[CH:7]=[C:6]([Cl:8])[CH:5]=[CH:4][C:3]=1[C:9](=[O:18])[CH2:10][C:11]1[CH:16]=[CH:15][C:14]([F:17])=[CH:13][CH:12]=1.CO[CH:21](OC)[N:22]([CH3:24])[CH3:23]>CN(C=O)C>[Cl:1][C:2]1[CH:7]=[C:6]([Cl:8])[CH:5]=[CH:4][C:3]=1[C:9](=[O:18])[C:10]([C:11]1[CH:16]=[CH:15][C:14]([F:17])=[CH:13][CH:12]=1)=[CH:21][N:22]([CH3:24])[CH3:23]. Reported procedure: To a solution of the ketone product from Step A (6.0 g; 21.3 mmol) in DMF (100 mL) in a dried round bottom flask was added N,N-dimethylformamide dimethyl acetal (11.3 mL; 85.1 mmol) under a N2 atmosphere, and the reaction was stirred at 75° C. for 16 hours. Most of the volatiles were removed in vacuo to afford the crude product as a oil which was used in the next step without further purification.